Dataset: the Open Reaction Database (ORD), a public repository of structured organic reaction records. Task: describe an organic reaction: reactants, conditions, products, and yield The reactants are BrCC1CC1, CC1CN(C(=O)OC(C)(C)C)CC2Cc3ccc(CO)nc3N12, O=C([O-])O, CN(C)C=O, CCOC(C)=O, [H-], [Na+], [Na+]. The product is CC1CN(C(=O)OC(C)(C)C)CC2Cc3ccc(COCC4CC4)nc3N12. RXN SMILES: [Br:26][CH2:27][CH:28]1[CH2:29][CH2:30]1.[C:1]([CH3:2])([CH3:3])([CH3:4])[O:5][C:6](=[O:7])[N:8]1[CH2:9][CH:10]2[CH2:11][c:12]3[cH:13][cH:14][c:15]([CH2:22][OH:23])[n:16][c:17]3[N:18]2[CH:19]([CH3:21])[CH2:20]1.[C:31](=[O:32])([OH:33])[O-:34].[CH3:36][N:37]([CH3:38])[CH:39]=[O:40].[CH3:41][CH2:42][O:43][C:44](=[O:45])[CH3:46].[H-:24].[Na+:25].[Na+:35]>>[C:1]([CH3:2])([CH3:3])([CH3:4])[O:5][C:6](=[O:7])[N:8]1[CH2:9][CH:10]2[CH2:11][c:12]3[cH:13][cH:14][c:15]([CH2:22][O:23][CH2:27][CH:28]4[CH2:29][CH2:30]4)[n:16][c:17]3[N:18]2[CH:19]([CH3:21])[CH2:20]1. As a reaction SMILES: [CH3:1][C:2]1[CH:7]=[CH:6][CH2:5][C:4]([CH3:9])([CH3:8])[C:3]=1[CH:10]=[O:11].[CH:12]#[C:13][CH3:14]>>[CH3:1][C:2]1[CH:7]=[CH:6][CH2:5][C:4]([CH3:8])([CH3:9])[C:3]=1[CH:10]([OH:11])[C:12]#[C:13][CH3:14]. The reactants are CC1=C(C(CC=C1)(C)C)C=O (Safranal), C#CC (propyne). Reported procedure: Safranal, prepared according to Compt. rend. 262, 1725 (1966), was reacted with propyne to give 2,6,6-trimethyl-1[-1-hydroxy-2-butynyl]-1,3-cyclohexadiene, following the procedure outlined in Example 18, paragraph (b), for the reaction of citral with propyne. The above carbinol was oxidised with MnO2 to 2,6,6-trimethyl-1-tetrolyl-1,3-cyclohexadiene, following the procedure described in Example 18, paragraph (c), for the oxidation of the dihydro analogue. The above acetylenic ketone was then part... The product is CC1=C(C(CC=C1)(C)C)C(C#CC)O (2,6,6-trimethyl-1[-1-hydroxy-2-butynyl]-1,3-cyclohexadiene). Starting materials: ClCC(=O)C1=CC2=C(S1)C=CC=C2F (2-chloro-1-(4-fluorobenzo[b]thiophen-2-yl]ethan-1-one), N1C(NCC1)=S (2-imidazolidinethione), C(C)(=O)O (acetic acid). Run in C(C)O (ethanol). Yields the product Cl.FC1=CC=CC=2SC(=CC21)C=2N1C(SC2)=NCC1 (3-(4-fluorobenzo[b]thiophen-2-yl)-5,6-dihydroimidazo[2,1-b]thiazole hydrochloride). Reaction SMILES: [Cl:1][CH2:2][C:3]([C:5]1[S:9][C:8]2[CH:10]=[CH:11][CH:12]=[C:13]([F:14])[C:7]=2[CH:6]=1)=O.[NH:15]1[CH2:19][CH2:18][NH:17][C:16]1=[S:20].C(O)(=O)C>C(O)C>[ClH:1].[F:14][C:13]1[C:7]2[CH:6]=[C:5]([C:3]3[N:17]4[CH2:18][CH2:19][N:15]=[C:16]4[S:20][CH:2]=3)[S:9][C:8]=2[CH:10]=[CH:11][CH:12]=1 |f:4.5|. Procedure: A mixture of 2-chloro-1-(4-fluorobenzo[b]thiophen-2-yl]ethan-1-one (0.16 g; prepared in a manner similar to that described above), 2-imidazolidinethione (0.071 g), acetic acid (10 ml) and ethanol (5 ml) was heated under reflux for 2 hours then cooled to ambient temperature. The solvents were removed in vacuo and the residue was triturated with ether (10 ml). The resulting solid was collected by filtration and dried in vacuo at 60° C. for 2 hours to give 3-(4-fluorobenzo[b]thiophen-2-yl)-5,6-dihy... Starting materials: C(CC)C=1N(C2=C(C=NC=3C=CC=CC23)N1)CCCCCC(=O)O (6-(2-Propyl-1H-imidazo[4,5-c]quinolin-1-yl)hexanoic acid), C(C(=O)Cl)(=O)Cl (oxalyl chloride), C(CC)N (n-propylamine). The product is C(CC)NC(CCCCCN1C(=NC=2C=NC=3C=CC=CC3C21)CCC)=O (N-propyl-6-(2-propyl-1H-imidazo[4,5-c]quinolin-1-yl)hexanamide). Reaction SMILES: [CH2:1]([C:4]1[N:5]([CH2:17][CH2:18][CH2:19][CH2:20][CH2:21][C:22]([OH:24])=O)[C:6]2[C:15]3[CH:14]=[CH:13][CH:12]=[CH:11][C:10]=3[N:9]=[CH:8][C:7]=2[N:16]=1)[CH2:2][CH3:3].C(Cl)(=O)C(Cl)=O.[CH2:31]([NH2:34])[CH2:32][CH3:33]>>[CH2:31]([NH:34][C:22](=[O:24])[CH2:21][CH2:20][CH2:19][CH2:18][CH2:17][N:5]1[C:6]2[C:15]3[CH:14]=[CH:13][CH:12]=[CH:11][C:10]=3[N:9]=[CH:8][C:7]=2[N:16]=[C:4]1[CH2:1][CH2:2][CH3:3])[CH2:32][CH3:33]. Procedure: 6-(2-Propyl-1H-imidazo[4,5-c]quinolin-1-yl)hexanoic acid (3.0 g, 9.2 mmol, prepared in Parts A through E of Example 6) was treated with oxalyl chloride (1.45 mL, 16.6 mmol) and n-propylamine (2.27 mL, 27.6 mmol) according to the method described in Part F of Example 6 to provide 3.4 g of N-propyl-6-(2-propyl-1H-imidazo[4,5-c]quinolin-1-yl)hexanamide. The acid chloride solution was cooled to 0° C. before the addition of n-propylamine. Reactants: BrC1=CN=C(C2=CC(=CC=C12)C(=O)OC)C1=C(C=C(C=C1F)F)F (methyl 4-bromo-1-(2,4,6-trifluorophenyl)isoquinoline-7-carboxylate), CN1C(CCC1)=O (N-methyl-2-pyrrolidone). The reagents and catalysts are [C-]#N.[Zn+2].[C-]#N (zinc cyanide), C=1C=CC(=CC1)/C=C/C(=O)/C=C/C2=CC=CC=C2.C=1C=CC(=CC1)/C=C/C(=O)/C=C/C2=CC=CC=C2.C=1C=CC(=CC1)/C=C/C(=O)/C=C/C2=CC=CC=C2.[Pd].[Pd] (tris(dibenzylideneacetone)dipalladium), C1(=CC=CC=C1)P([C-]1C=CC=C1)C1=CC=CC=C1.[C-]1(C=CC=C1)P(C1=CC=CC=C1)C1=CC=CC=C1.[Fe+2] (1,1′-bis(diphenylphosphino)ferrocene). The solvent is O (water), C(C)(=O)OCC (ethyl acetate). Reaction conditions: temperature 150 celsius, time 3 hour. Yields the product C(#N)C1=CN=C(C2=CC(=CC=C12)C(=O)OC)C1=C(C=C(C=C1F)F)F (methyl 4-cyano-1-(2,4,6-trifluorophenyl)isoquinoline-7-carboxylate). As a reaction SMILES: Br[C:2]1[C:11]2[C:6](=[CH:7][C:8]([C:12]([O:14][CH3:15])=[O:13])=[CH:9][CH:10]=2)[C:5]([C:16]2[C:21]([F:22])=[CH:20][C:19]([F:23])=[CH:18][C:17]=2[F:24])=[N:4][CH:3]=1.[CH3:25][N:26]1CCCC1=O>O.C(OCC)(=O)C.[C-]#N.[Zn+2].[C-]#N.C1C=CC(/C=C/C(/C=C/C2C=CC=CC=2)=O)=CC=1.C1C=CC(/C=C/C(/C=C/C2C=CC=CC=2)=O)=CC=1.C1C=CC(/C=C/C(/C=C/C2C=CC=CC=2)=O)=CC=1.[Pd].[Pd].C1(P(C2C=CC=CC=2)[C-]2C=CC=C2)C=CC=CC=1.[C-]1(P(C2C=CC=CC=2)C2C=CC=CC=2)C=CC=C1.[Fe+2]>[C:25]([C:2]1[C:11]2[C:6](=[CH:7][C:8]([C:12]([O:14][CH3:15])=[O:13])=[CH:9][CH:10]=2)[C:5]([C:16]2[C:21]([F:22])=[CH:20][C:19]([F:23])=[CH:18][C:17]=2[F:24])=[N:4][CH:3]=1)#[N:26] |f:4.5.6,7.8.9.10.11,12.13.14|. Procedure: A mixture of methyl 4-bromo-1-(2,4,6-trifluorophenyl)isoquinoline-7-carboxylate (66 mg), zinc cyanide (content 60%, 21 mg), tris(dibenzylideneacetone)dipalladium (0) (14 mg), 1,1′-bis(diphenylphosphino)ferrocene (17 mg), and N-methyl-2-pyrrolidone (3 mL) was heated under stirring in an oil bath at 150° C. for 3 hours. The reaction mixture was returned to room temperature, diluted with water and ethyl acetate, and then the insoluble materials were separated by filtration. The filtrate was subject... Reactants: OC1=C(C=CC(=C1)OCC=C(C)C)C(C)=O (2'-hydroxy-4'-(3-methyl-2-butenyloxy)acetophenone), C(C)(C)(C)C1=CC=C(C=O)C=C1 (4-t-butylbenzaldehyde), [OH-].[K+] (potassium hydroxide). The solvent is C(C)O (ethanol). Run at temperature 40 celsius, time 19 hour. Yields the product C(C)(C)(C)C1=CC=C(C=C1)C=CC(=O)C1=C(C=C(C=C1)OCC=C(C)C)O (4-t-butyl-2'-hydroxy-4'-(3-methyl-2-butenyloxy)chalcone). Isolated yield 53.0%. RXN SMILES: [OH:1][C:2]1[CH:7]=[C:6]([O:8][CH2:9][CH:10]=[C:11]([CH3:13])[CH3:12])[CH:5]=[CH:4][C:3]=1[C:14](=[O:16])[CH3:15].[C:17]([C:21]1[CH:28]=[CH:27][C:24]([CH:25]=O)=[CH:23][CH:22]=1)([CH3:20])([CH3:19])[CH3:18].[OH-].[K+]>C(O)C>[C:17]([C:21]1[CH:22]=[CH:23][C:24]([CH:25]=[CH:15][C:14]([C:3]2[CH:4]=[CH:5][C:6]([O:8][CH2:9][CH:10]=[C:11]([CH3:12])[CH3:13])=[CH:7][C:2]=2[OH:1])=[O:16])=[CH:27][CH:28]=1)([CH3:20])([CH3:19])[CH3:18] |f:2.3|. Reported procedure: To a solution of 54.4 g of 2'-hydroxy-4'-(3-methyl-2-butenyloxy)acetophenone and 40.0 g of 4-t-butylbenzaldehyde in 1000 ml of ethanol was added 81.2 g of potassium hydroxide, and the mixture was stirred at 40° C. for 19 hours. After neutralization with dilute hydrochloric acid, the resulting precipitate was collected by filtration, washed with water, dried and recrystallized from isopropanol to give 47.6 g of 4-t-butyl-2'-hydroxy-4'-(3-methyl-2-butenyloxy)chalcone as a yellow powder. Starting materials: CCN=C=NCCCN(C)C, CN(C)C=O, CCOC(C)=O, CCN(C(C)C)C(C)C, Cl, Cc1nc(N)sc1C(=O)O, NCc1ccccc1, O, On1nnc2ccccc21. Yields the product Cc1nc(N)sc1C(=O)NCc1ccccc1. Reaction SMILES: [CH3:21][N:22]([CH3:23])[CH2:24][CH2:25][CH2:26][N:27]=[C:28]=[N:29][CH2:30][CH3:31].[CH3:51][N:52]([CH3:53])[CH:54]=[O:55].[CH3:56][CH2:57][O:58][C:59](=[O:60])[CH3:61].[CH:11]([N:12]([CH:13]([CH3:14])[CH3:15])[CH2:16][CH3:17])([CH3:18])[CH3:19].[ClH:20].[NH2:1][c:2]1[s:3][c:4]([C:8](=[O:9])[OH:10])[c:5]([CH3:7])[n:6]1.[NH2:43][CH2:44][c:45]1[cH:46][cH:47][cH:48][cH:49][cH:50]1.[OH2:32].[OH:33][n:34]1[c:35]2[cH:36][cH:37][cH:38][cH:39][c:40]2[n:41][n:42]1>>[NH2:1][c:2]1[s:3][c:4]([C:8](=[O:10])[NH:43][CH2:44][c:45]2[cH:46][cH:47][cH:48][cH:49][cH:50]2)[c:5]([CH3:7])[n:6]1.